From a dataset of the Open Reaction Database (ORD), a public repository of structured organic reaction records. describe an organic reaction: reactants, conditions, products, and yield Starting materials: solution, CN (methylamine), O1CCCC1 (tetrahydrofuran), C(C)OC(=O)C1CCC(CC1)N1C(N(CC=2C1=NC(=NC2)S(=O)C)C2=C(C(=CC(=C2F)OC)OC)F)=O (Ethyl-4-[3-(2,6-difluoro-3,5-dimethoxy-phenyl)-7-methylsulfinyl-2-oxo-3,4-dihydro-2H-pyrimido[4,5-d]pyrimidin-1-yl]-cyclohexanecarboxylate). Run in O1CCOCC1 (dioxane). Yields the product C(C)OC(=O)C1CCC(CC1)N1C(N(CC=2C1=NC(=NC2)NC)C2=C(C(=CC(=C2F)OC)OC)F)=O (Ethyl-4-[3-(2,6-difluoro-3,5-dimethoxy-phenyl)-7-methylamino-2-oxo-3,4-dihydro-2H-pyrimido[4,5-d]pyrimidin-1-yl]-cyclohexanecarboxylate). RXN SMILES: [CH2:1]([O:3][C:4]([CH:6]1[CH2:11][CH2:10][CH:9]([N:12]2[C:17]3=[N:18][C:19](S(C)=O)=[N:20][CH:21]=[C:16]3[CH2:15][N:14]([C:25]3[C:30]([F:31])=[C:29]([O:32][CH3:33])[CH:28]=[C:27]([O:34][CH3:35])[C:26]=3[F:36])[C:13]2=[O:37])[CH2:8][CH2:7]1)=[O:5])[CH3:2].[CH3:38][NH2:39].O1CCCC1>O1CCOCC1>[CH2:1]([O:3][C:4]([CH:6]1[CH2:11][CH2:10][CH:9]([N:12]2[C:17]3=[N:18][C:19]([NH:39][CH3:38])=[N:20][CH:21]=[C:16]3[CH2:15][N:14]([C:25]3[C:30]([F:31])=[C:29]([O:32][CH3:33])[CH:28]=[C:27]([O:34][CH3:35])[C:26]=3[F:36])[C:13]2=[O:37])[CH2:8][CH2:7]1)=[O:5])[CH3:2]. Procedure: To a 100-mL round-bottomed flask was added Ethyl-4-[3-(2,6-difluoro-3,5-dimethoxy-phenyl)-7-methylsulfinyl-2-oxo-3,4-dihydro-2H-pyrimido[4,5-d]pyrimidin-1-yl]-cyclohexanecarboxylate (820 mg, 1.52 mmol), dioxane(60 mL), then a 2 M solution of methylamine in tetrahydrofuran (7.6 mL, 15.2 mmol), and the solution was heated to 60° C. under an atmosphere of nitrogen for 5 hours. The solution was then concentrated in vacuo, and reacted further without purification: LRMS: 506.2 (M+H). Starting materials: Cl.NO (hydroxylamine hydrochloride), C([O-])(O)=O.[Na+] (sodium bicarbonate), BrC=1C=C(C#N)C=CC1CBr (3-bromo-4-(bromomethyl)benzonitrile), C(C)(=O)O.N1CC(C1)C(=O)OC(C)(C)C (tert-butyl azetidine-3-carboxylate acetic acid salt), CCN(C(C)C)C(C)C (DIPEA), Cl.NO (Hydroxylamine hydrochloride). Solvent: CN(C)C=O (DMF), CO (methanol). Conditions: temperature 65 celsius, time 5 hour. Yields the product BrC1=C(CN2CC(C2)C(=O)OC(C)(C)C)C=CC(=C1)/C(/N)=N/O ((Z)-tert-butyl 1-(2-bromo-4-(N′-hydroxycarbamimidoyl)benzyl)azetidine-3-carboxylate). Reaction SMILES: [Br:1][C:2]1[CH:3]=[C:4]([CH:7]=[CH:8][C:9]=1[CH2:10]Br)[C:5]#[N:6].C(O)(=O)C.[NH:16]1[CH2:19][CH:18]([C:20]([O:22][C:23]([CH3:26])([CH3:25])[CH3:24])=[O:21])[CH2:17]1.CCN(C(C)C)C(C)C.Cl.[NH2:37][OH:38].C(=O)(O)[O-].[Na+]>CO.CN(C=O)C>[Br:1][C:2]1[CH:3]=[C:4](/[C:5](=[N:37]/[OH:38])/[NH2:6])[CH:7]=[CH:8][C:9]=1[CH2:10][N:16]1[CH2:17][CH:18]([C:20]([O:22][C:23]([CH3:26])([CH3:25])[CH3:24])=[O:21])[CH2:19]1 |f:1.2,4.5,6.7|. Procedure: A reaction vial containing a stir bar was charged with 3-bromo-4-(bromomethyl)benzonitrile (100 mg, 0.364 mmol), tert-butyl azetidine-3-carboxylate acetic acid salt, Int.1-C (95 mg, 0.436 mmol), DMF (1 mL), and DIPEA (0.381 mL, 2.182 mmol). The vial was flushed with argon, sealed and placed on a reaction block which was heated to 65° C. After 5 hours, the reaction was cooled to RT and directly purified by preparative HPLC (methanol/water plus 0.1% TFA as eluent). To the product fractions was add... Reactants: C(C1=CC=CC=C1)[C@@H]1N(C(OC1)=O)C(C(CC=C)C1=CC=C(C=C1)F)=O ((S)-4-benzyl-3-(2-(4-fluorophenyl)pent-4-enoyl)-2-oxazolidinone), OO (hydrogen peroxide), O1CCCC1 (tetrahydrofuran), O.[OH-].[Li+] (lithium hydroxide hydrate). Run in [OH-].[Na+] (sodium hydroxide), O (water). Run at time 3 hour. Product: FC1=CC=C(C=C1)[C@@H](C(=O)O)CC=C ((S)-2-(4-fluorophenyl)pent-4-enoic acid). RXN SMILES: C([C@H]1COC(=O)N1[C:14](=[O:26])[CH:15]([C:19]1[CH:24]=[CH:23][C:22]([F:25])=[CH:21][CH:20]=1)[CH2:16][CH:17]=[CH2:18])C1C=CC=CC=1.[O:27]1CCCC1.O.[OH-].[Li+].OO>[OH-].[Na+].O>[F:25][C:22]1[CH:21]=[CH:20][C:19]([C@H:15]([CH2:16][CH:17]=[CH2:18])[C:14]([OH:26])=[O:27])=[CH:24][CH:23]=1 |f:2.3.4,6.7|. Reported procedure: Combine (S)-4-benzyl-3-(2-(4-fluorophenyl)pent-4-enoyl)-2-oxazolidinone (9.66 g, 27.34 mol), tetrahydrofuran (160 mL), and water (40 mL). Cool in an ice bath. Add lithium hydroxide hydrate (2.52 g, 60 mmol) and an aqueous solution of hydrogen peroxide (10 mL, 30% 116 mmol). After 3 hours, dilute the reaction mixture with an aqueous 1 M sodium hydroxide solution and extract twice with diethyl ether. Cool the aqueous layer in an ice bath, acidify with an aqueous concentrated hydrochloric acid solu... The reactants are NC(=CC(=O)OC)CC(=O)OC (dimethyl 3-amino-2-pentenedioate), ClC1=C(C(=CC=C1)Cl)C=C(C(=O)OC)C(CCC=1SC=CN1)=O (methyl 3-(2,6-dichlorophenyl)-2-[(1,3-thiazol-2-yl)propanoyl]-2-propenoate), CC(C)(C)O (2-methyl-2-propanol), solution, CC[Mg+].[Br-] (EtMgBr), C(C)(=O)O (acetic acid). Run in C1CCOC1 (THF), C1CCOC1 (THF), C1CCOC1 (THF), C1CCOC1 (THF). Run at time 1 hour. Product: ClC1=C(C(=CC=C1)Cl)C1C(=C(NC(=C1C(=O)OC)CCC=1SC=CN1)CC(=O)OC)C(=O)OC (dimethyl 4-(2,6-dichlorophenyl)-2-(2-methoxy-2-oxoethyl)-6-[2-(1,3-thiazol-2-yl)ethyl]-1,4-dihydropyridine-3,5-dicarboxylate). Yield: 78.8%. RXN SMILES: CC(O)(C)C.CC[Mg+].[Br-].[NH2:10][C:11]([CH2:17][C:18]([O:20][CH3:21])=[O:19])=[CH:12][C:13]([O:15][CH3:16])=[O:14].[Cl:22][C:23]1[CH:28]=[CH:27][CH:26]=[C:25]([Cl:29])[C:24]=1[CH:30]=[C:31]([C:36](=O)[CH2:37][CH2:38][C:39]1[S:40][CH:41]=[CH:42][N:43]=1)[C:32]([O:34][CH3:35])=[O:33].C(O)(=O)C>C1COCC1>[Cl:22][C:23]1[CH:28]=[CH:27][CH:26]=[C:25]([Cl:29])[C:24]=1[CH:30]1[C:31]([C:32]([O:34][CH3:35])=[O:33])=[C:36]([CH2:37][CH2:38][C:39]2[S:40][CH:41]=[CH:42][N:43]=2)[NH:10][C:11]([CH2:17][C:18]([O:20][CH3:21])=[O:19])=[C:12]1[C:13]([O:15][CH3:16])=[O:14] |f:1.2|. Reported procedure: To a stirred solution of 2-methyl-2-propanol (92.8g, 1252 mmol; 2.1 eq.) in anhydrous THF (1100 ml) was added a 1.0M solution of EtMgBr in THF (1192 ml, 1192 mmol; 2.0 eq.) dropwise slowly at 0° C. under nitrogen atmosphere for 2 h period. The resulting solution was stirred at room temperature for 1 h. Then to the mixture was added a solution of dimethyl 3-amino-2-pentenedioate (113.5 g, 655 mmol; 1.1 eq.) in anhydrous THF (550 ml) dropwise slowly at 0° C. for 20 min. The resulting pale yellow s... The reactants are COc1ccc2c(c1[N+](=O)[O-])CN(Cc1ccccc1)CC(=O)N2, CO. The product is COc1ccc2c(c1N)CN(Cc1ccccc1)CC(=O)N2. Reaction SMILES: [CH2:1]([c:2]1[cH:3][cH:4][cH:5][cH:6][cH:7]1)[N:8]1[CH2:9][C:10](=[O:24])[NH:11][c:12]2[c:13]([c:15]([N+:21]([O-:22])=[O:23])[c:16]([O:19][CH3:20])[cH:17][cH:18]2)[CH2:14]1.[CH3:25][OH:26]>>[CH2:1]([c:2]1[cH:3][cH:4][cH:5][cH:6][cH:7]1)[N:8]1[CH2:9][C:10](=[O:24])[NH:11][c:12]2[c:13]([c:15]([NH2:21])[c:16]([O:19][CH3:20])[cH:17][cH:18]2)[CH2:14]1. Starting materials: CO, CCOC(=O)C(=NOCc1nnnn1C)c1csc(N)n1, [Na+], [OH-], O. Yields the product Cn1nnnc1CON=C(C(=O)O)c1csc(N)n1. RXN SMILES: [CH3:25][OH:26].[NH2:1][c:2]1[s:3][cH:4][c:5]([C:7]([C:8](=[O:9])[O:10][CH2:11][CH3:12])=[N:13][O:14][CH2:15][c:16]2[n:17][n:18][n:19][n:20]2[CH3:21])[n:6]1.[Na+:23].[OH-:22].[OH2:24]>>[NH2:1][c:2]1[s:3][cH:4][c:5]([C:7]([C:8](=[O:9])[OH:10])=[N:13][O:14][CH2:15][c:16]2[n:17][n:18][n:19][n:20]2[CH3:21])[n:6]1. The reactants are CC(=O)OCC1OC(n2cnc3c(CCc4ccccc4)ncnc32)C2OC(C)(C)OC12, CO, N. Product: CC1(C)OC2C(CO)OC(n3cnc4c(CCc5ccccc5)ncnc43)C2O1. Reaction SMILES: [C:1](=[O:2])([CH3:3])[O:4][CH2:5][CH:6]1[O:7][CH:8]([n:16]2[c:17]3[n:18][cH:19][n:20][c:21]([CH2:25][CH2:26][c:27]4[cH:28][cH:29][cH:30][cH:31][cH:32]4)[c:22]3[n:23][cH:24]2)[CH:9]2[O:10][C:11]([CH3:14])([CH3:15])[O:12][CH:13]12.[CH3:34][OH:35].[NH3:33]>>[OH:4][CH2:5][CH:6]1[O:7][CH:8]([n:16]2[c:17]3[n:18][cH:19][n:20][c:21]([CH2:25][CH2:26][c:27]4[cH:28][cH:29][cH:30][cH:31][cH:32]4)[c:22]3[n:23][cH:24]2)[CH:9]2[O:10][C:11]([CH3:14])([CH3:15])[O:12][CH:13]12.